Task: describe an organic reaction: reactants, conditions, products, and yield. Dataset: the Open Reaction Database (ORD), a public repository of structured organic reaction records Reactants: C(C)N(C(=O)C1=C(C=CC=C1)S(=O)C=1[C@@H]([C@H]2N(C1C(=O)OCC1=CC=C(C=C1)[N+](=O)[O-])C([C@@H]2[C@@H](C)O[Si](C)(C)C(C)(C)C)=O)C)CC (4-nitrobenzyl (1R,5S,6S)-2-(2-diethylcarbamoylphenylsulfinyl)-1-methyl-6-[1(R)-t-butyldimethylsilyloxyethyl]-1-carbapen-2-em-3-carboxylate), N1(CCCCCC1)C(=O)C1=C(C=CC=C1)S (2-(1-perhydroazepinylcarbonyl) phenylmercaptan). Yields the product N1(CCCCCC1)C(=O)C1=C(C=CC=C1)SC=1[C@@H]([C@H]2N(C1C(=O)OCC1=CC=C(C=C1)[N+](=O)[O-])C([C@@H]2[C@@H](C)O[Si](C)(C)C(C)(C)C)=O)C (4-Nitrobenzyl (1R,5S,6S)-2-[2-(1-perhydroazepinylcarbonyl)phenylthio]-1-methyl-6-[1(R)-t-butyldimethylsilyloxyethyl]-1-carbapen-2-em-3-carboxylate). Yield: 95.0%. As a reaction SMILES: [CH2:1]([N:3]([CH2:46][CH3:47])[C:4]([C:6]1[CH:11]=[CH:10][CH:9]=[CH:8][C:7]=1[S:12]([C:14]1[C@H:15]([CH3:45])[C@@H:16]2[C@@H:33]([C@H:34]([O:36][Si:37]([C:40]([CH3:43])([CH3:42])[CH3:41])([CH3:39])[CH3:38])[CH3:35])[C:32](=[O:44])[N:17]2[C:18]=1[C:19]([O:21][CH2:22][C:23]1[CH:28]=[CH:27][C:26]([N+:29]([O-:31])=[O:30])=[CH:25][CH:24]=1)=[O:20])=O)=[O:5])[CH3:2].N1(C(C2C=CC=CC=2S)=O)CCCC[CH2:50][CH2:49]1>>[N:3]1([C:4]([C:6]2[CH:11]=[CH:10][CH:9]=[CH:8][C:7]=2[S:12][C:14]2[C@H:15]([CH3:45])[C@@H:16]3[C@@H:33]([C@H:34]([O:36][Si:37]([C:40]([CH3:43])([CH3:42])[CH3:41])([CH3:39])[CH3:38])[CH3:35])[C:32](=[O:44])[N:17]3[C:18]=2[C:19]([O:21][CH2:22][C:23]2[CH:28]=[CH:27][C:26]([N+:29]([O-:31])=[O:30])=[CH:25][CH:24]=2)=[O:20])=[O:5])[CH2:46][CH2:47][CH2:50][CH2:49][CH2:2][CH2:1]1. Reported procedure: Following a procedure similar to that described in Example 18, but using 4-nitrobenzyl (1R,5S,6S)-2-(2-diethylcarbamoylphenylsulfinyl)-1-methyl-6-[1(R)-t-butyldimethylsilyloxyethyl]-1-carbapen-2-em-3-carboxylate (prepared as described in Example 39) and 2-(1-perhydroazepinylcarbonyl) phenylmercaptan as starting materials, in relative proportions similar to those used in that Example, the title compound was obtained in a yield of 95%. This compound was found to be the same as the compound prepare...